Dataset: the Open Reaction Database (ORD), a public repository of structured organic reaction records. Task: describe an organic reaction: reactants, conditions, products, and yield Reactants: ClCC(=O)C1=CC=CC=C1 (2-Chloro-1-phenylethanone), C(C)(C)(C)OC(=O)NC(C(=O)O[C@H]1CN2CCC1CC2)C2=CC=CC=C2 ((R)-quinuclidin-3-yl 2-(tert-butoxycarbonylamino)-2-phenylacetate), CCOCC (Et2O). Run in CCOC(=O)C (EtOAc). Conditions: time 24 hour. Yields the product [Cl-].C(C)(C)(C)OC(=O)NC(C(=O)O[C@H]1C[N+]2(CCC1CC2)CC(C2=CC=CC=C2)=O)C2=CC=CC=C2 ((3R)-3-(2-(tert-butoxycarbonylamino)-2-phenylacetoxy)-1-(2-oxo-2-phenylethyl)-1-azoniabicyclo[2.2.2]octane chloride). Isolated yield 55.8%. RXN SMILES: [Cl:1][CH2:2][C:3]([C:5]1[CH:10]=[CH:9][CH:8]=[CH:7][CH:6]=1)=[O:4].[C:11]([O:15][C:16]([NH:18][CH:19]([C:31]1[CH:36]=[CH:35][CH:34]=[CH:33][CH:32]=1)[C:20]([O:22][C@@H:23]1[CH:28]2[CH2:29][CH2:30][N:25]([CH2:26][CH2:27]2)[CH2:24]1)=[O:21])=[O:17])([CH3:14])([CH3:13])[CH3:12].CCOCC>CCOC(C)=O>[Cl-:1].[C:11]([O:15][C:16]([NH:18][CH:19]([C:31]1[CH:36]=[CH:35][CH:34]=[CH:33][CH:32]=1)[C:20]([O:22][C@@H:23]1[CH:28]2[CH2:29][CH2:30][N+:25]([CH2:2][C:3](=[O:4])[C:5]3[CH:10]=[CH:9][CH:8]=[CH:7][CH:6]=3)([CH2:26][CH2:27]2)[CH2:24]1)=[O:21])=[O:17])([CH3:14])([CH3:12])[CH3:13] |f:4.5|. Reported procedure: 2-Chloro-1-phenylethanone (30.0 mg, 0.19 mmol) was added to a solution of (R)-quinuclidin-3-yl 2-(tert-butoxycarbonylamino)-2-phenylacetate (C1) (70.0 mg, 0.19 mmol) in EtOAc (2 ml). The reaction was stirred at RT for 24 hours. Then Et2O (1 ml) was added, and the reaction was sonicated. The solid was collected by suction filtration to obtain (3R)-3-(2-(tert-butoxycarbonylamino)-2-phenylacetoxy)-1-(2-oxo-2-phenylethyl)-1-azoniabicyclo[2.2.2]octane chloride (54.6 mg; 55% yield). Reactants: resultant solution, CCCCCC (hexane), C(C)(=O)OCC (ethyl acetate), NC=1C=C(CC2=NNC(C=3CCCCC23)=O)C=CC1 (4-(3-Amino-benzyl)-5,6,7,8-tetrahydro-2H-phthalazin-1-one), [N+](#[C-])C(C(=O)OCC)C (ethyl 2-isocyanopropionate), C(C)(=O)OCC (ethyl acetate). Solvent: C1CCOC1 (THF), C1CCOC1 (THF). Product: C(C)OC(C(C)NC(=O)NC1=CC(=CC=C1)CC1=NNC(C=2CCCCC12)=O)=O (2-{3-[3-(4-Oxo-3,4,5,6,7,8-hexahydro-phthalazin-1-ylmethyl)-phenyl]-ureido}-propionic acid ethyl ester). As a reaction SMILES: [NH2:1][C:2]1[CH:3]=[C:4]([CH:17]=[CH:18][CH:19]=1)[CH2:5][C:6]1[C:15]2[CH2:14][CH2:13][CH2:12][CH2:11][C:10]=2[C:9](=[O:16])[NH:8][N:7]=1.[N+:20]([CH:22]([CH3:28])[C:23]([O:25][CH2:26][CH3:27])=[O:24])#[C-:21].CCCCCC.C(OCC)(=[O:37])C>C1COCC1>[CH2:26]([O:25][C:23](=[O:24])[CH:22]([NH:20][C:21]([NH:1][C:2]1[CH:19]=[CH:18][CH:17]=[C:4]([CH2:5][C:6]2[C:15]3[CH2:14][CH2:13][CH2:12][CH2:11][C:10]=3[C:9](=[O:16])[NH:8][N:7]=2)[CH:3]=1)=[O:37])[CH3:28])[CH3:27]. Procedure: To a solution of 4-(3-amino-benzyl)-5,6,7,8-tetrahydro-2H-phthalazin-1-one (4) (0.472 mg, 1.850 mmol) in dry THF (25 ml) was added a solution of ethyl 2-isocyanopropionate (266 mg, 1.850 mmol) in 2 ml of THF. The resultant solution was then stirred for 4 hours and then concentrated in vacuo to afford a brown oil. The crude oil was subjected to flash chromatography eluent 4:1, hexane:ethyl acetate. (Rf=0.14 neat ethyl acetate). Main peak in LC-MS, (7.20 g, 98% purity); m/z (LC-MS, ESP), RT=3.20 m... Starting materials: C(C(=C)C)(=O)OC (methyl methacrylate), C(C(=C)C)(=O)OC (methyl methacrylate), C(C(=C)C)(=O)OC(C)(C)C (tert-butyl methacrylate). Product: C(C(=C)C)(=O)OC.C(C(=C)C)(=O)OC(C)(C)C (methyl methacrylate tert-butyl methacrylate). As a reaction SMILES: [C:1]([O:6][CH3:7])(=[O:5])[C:2]([CH3:4])=[CH2:3].[C:8]([O:13][C:14]([CH3:17])([CH3:16])[CH3:15])(=[O:12])[C:9]([CH3:11])=[CH2:10]>>[C:1]([O:6][CH3:7])(=[O:5])[C:2]([CH3:4])=[CH2:3].[C:8]([O:13][C:14]([CH3:17])([CH3:16])[CH3:15])(=[O:12])[C:9]([CH3:11])=[CH2:10] |f:2.3|. Reported procedure: Similar operations as in Example 1 were carried out except that 0.13 g (1.3 mmols) of methyl methacrylate was changed to 0.10 g (1.0 mmols) of methyl methacrylate and 0.036 g (0.25 mmols) of tert-butyl methacrylate, thereby obtaining 0.28 g (yield ratio: 19%) of BHFC/methyl methacrylate/tert-butyl methacrylate copolymer (molar ratios=56:32:12). The weight average molecular weight Mw, determined by GPC, and 1H NMR of the thus obtained polymer are indicated below. Starting materials: CC#N, [Cl-], Cl, CC(C)(C)ON=O, Nc1c(F)c(F)cc(C(=O)O)c1F. Yields the product O=C(O)c1cc(F)c(F)c(Cl)c1F. RXN SMILES: [CH3:23][C:24]#[N:25].[Cl-:1].[ClH:22].[N:2]([O:3][C:4]([CH3:5])([CH3:6])[CH3:7])=[O:8].[NH2:9][c:10]1[c:11]([F:21])[c:12]([C:13](=[O:14])[OH:15])[cH:16][c:17]([F:20])[c:18]1[F:19]>>[Cl:1][c:10]1[c:11]([F:21])[c:12]([C:13](=[O:14])[OH:15])[cH:16][c:17]([F:20])[c:18]1[F:19]. Reactants: COCC1=NC=CC=C1 (2-(methoxymethyl)pyridine), ClCC(C)=O (chloroacetone). Yields the product COC=1C(=CN2C=CC=CC12)C (1-methoxy-2-methylindolizine). Reaction SMILES: [CH3:1][O:2][CH2:3][C:4]1[CH:9]=[CH:8][CH:7]=[CH:6][N:5]=1.Cl[CH2:11][C:12](=O)[CH3:13]>>[CH3:1][O:2][C:3]1[C:12]([CH3:13])=[CH:11][N:5]2[C:4]=1[CH:9]=[CH:8][CH:7]=[CH:6]2. Reported procedure: This compound is obtained starting with 2-(methoxymethyl)pyridine and chloroacetone, using the Tschitschibabin reaction. The product is isolated in the form of a yellow oil which crystallizes in the freezer. The reactants are COC(=O)c1cccc(Cl)c1CBr, N#C[Na], CN(C)C=O, O. Yields the product COC(=O)c1cccc(Cl)c1CC#N. As a reaction SMILES: [CH3:1][O:2][C:3]([c:4]1[c:5]([CH2:11][Br:12])[c:6]([Cl:10])[cH:7][cH:8][cH:9]1)=[O:13].[Na:14][C:15]#[N:16].[O:17]=[CH:18][N:19]([CH3:20])[CH3:21].[OH2:22]>>[CH3:1][O:2][C:3]([c:4]1[c:5]([CH2:11][C:15]#[N:16])[c:6]([Cl:10])[cH:7][cH:8][cH:9]1)=[O:13]. Starting materials: ( 95 ), ( 60 ), ( 100 ), C=O (CH2O), ( 60 ), ( 90 ), ( 40 ), ( 5 ), ( 70 ), ( 40 ), C(CC)(CC)O[Si](C)(C)C1=CC=CC=C1 (Et2CHOSiMe2Ph), ( 100 ), ( 75 ), FC1=CC=C(C=C1)C(C)O[Si](CC)(CC)CC (p-F—C6H4—CH(CH3)OSiEt3), ( 100 ), ( 85 ), ( 40 ), ( 95 ), (Et2CH)2O, C=CCCC(C)O[Si](CC)(CC)CC (CH2═CH(CH2)2CH(Me)OSiEt3), CC=CCCO[Si](CC)(CC)CC (CH3CH═CH(CH2)2OSiEt3), ( 100 ), C1(=CC=CC=C1)C(C)O[Si](CC)(CC)CC (PhCH(CH3)OSiEt3), ( 80 ), ( 100 ). The product is C(CC)(CC)O[Si](CC)(CC)CC (Et2CHOSiEt3). Reaction SMILES: [CH:1](O[Si](C1C=CC=CC=1)(C)C)(CC)CC.C=C[CH2:18][CH2:19][CH:20]([O:22][Si:23]([CH2:28][CH3:29])([CH2:26][CH3:27])[CH2:24][CH3:25])[CH3:21].C1(C(O[Si](CC)(CC)CC)C)C=CC=CC=1.FC1C=CC(C(O[Si](CC)(CC)CC)C)=CC=1.CC=CCCO[Si](CC)(CC)CC.C=O>>[CH:20]([O:22][Si:23]([CH2:24][CH3:25])([CH2:26][CH3:27])[CH2:28][CH3:29])([CH2:19][CH3:18])[CH2:21][CH3:1]. Procedure details: 1H NMR (CDCl3) δ 3.53 (quintet, 1H, 3JHH=6 Hz, Et2CH), 1.47 (m, 4H, CH2CH), 0.98 (t, 9H, 3JHH=8 Hz, CH3CH2Si), 0.89 (t, 6H, 3JHH=8 Hz, CH3CH2CH), 0.62 (q, 6H, 3JHH=8 Hz, CH3CH2Si). 1H NMR (C6D6) δ 3.48 (quintet, 1H, 3JHH=6 Hz, Et2CH), 1.44 (m, 4H, CH2CH), 1.01 (t, 9H, 3JHH=8 Hz, CH3CH2Si), 0.87 (t, 6H, 3JHH=8 Hz, CH3CH2CH), 0.60 (q, 6H, 3JHH=8 Hz, CH3CH2Si). 13C NMR (CDCl3) δ 75.0 (s, Et2CH), 29.6 (s, CH2CH), 9.9 (s, CH3CH2CH), 7.1 (s, CH3CH2Si), 5.3 (s, 1JCSi=59 Hz, CH3CH2Si). MS, m/z 201 ((M−H... Starting materials: I(=O)(=O)(=O)O (periodic acid), C1(CC1)[C@H]1N(CC=2NN=CC21)S(=O)(=O)C2=CC=C(C=C2)C(F)(F)F ((R)-4-cyclopropyl-5-(4-(trifluoromethyl)phenylsulfonyl)-1,4,5,6-tetrahydropyrrolo[3,4-c]pyrazole). The reagents and catalysts are [O-2].[Cr+3].[O-2].[O-2].[Cr+3] (chromium(III) oxide). The solvent is CC#N (CH3CN), CC#N (CH3CN). Reaction conditions: temperature 0 celsius. The product is C1(CC1)[C@H]1N(C(C=2NN=CC21)=O)S(=O)(=O)C2=CC=C(C=C2)C(F)(F)F ((R)-4-cyclopropyl-5-(4-(trifluoromethyl)phenylsulfonyl)-4,5-dihydropyrrolo[3,4-c]pyrazol-6(1H)-one). Yield: 28.9%. As a reaction SMILES: I(O)(=O)(=O)=[O:2].[CH:6]1([C@@H:9]2[C:16]3[CH:15]=[N:14][NH:13][C:12]=3[CH2:11][N:10]2[S:17]([C:20]2[CH:25]=[CH:24][C:23]([C:26]([F:29])([F:28])[F:27])=[CH:22][CH:21]=2)(=[O:19])=[O:18])[CH2:8][CH2:7]1>CC#N.[O-2].[Cr+3].[O-2].[O-2].[Cr+3]>[CH:6]1([C@@H:9]2[C:16]3[CH:15]=[N:14][NH:13][C:12]=3[C:11](=[O:2])[N:10]2[S:17]([C:20]2[CH:25]=[CH:24][C:23]([C:26]([F:27])([F:28])[F:29])=[CH:22][CH:21]=2)(=[O:19])=[O:18])[CH2:7][CH2:8]1 |f:3.4.5.6.7|. Reported procedure: To periodic acid (176 mg, 0.770 mmol) in CH3CN (2 mL) was added chromium(III) oxide (2.1 mg, 0.021 mmol). The reaction was stirred several minutes until it turned fluorescent orange and all solids were dissolved. The reaction was cooled to 0° C. and a solution of (R)-4-cyclopropyl-5-(4-(trifluoromethyl)phenylsulfonyl)-2,4,5,6-tetrahydropyrrolo[3,4-c]pyrazole (12) (50 mg, 0.14 mmol) in CH3CN (1 mL) was added. The reaction was stirred for 1 hr until TLC monitoring showed the disappearance of start... RXN SMILES: [NH2:1][CH2:2][C@H:3]1[N:8]([C:9]([C:11]2[N:12]=[C:13]([CH3:23])[S:14][C:15]=2[C:16]2[CH:17]=[C:18]([CH3:22])[CH:19]=[CH:20][CH:21]=2)=[O:10])[CH2:7][C@H:6]2[C@@H:4]1[CH2:5]2.[N:24]1[C:33]2[C:28](=[CH:29][CH:30]=[CH:31][C:32]=2[C:34](O)=[O:35])[CH:27]=[CH:26][CH:25]=1>>[CH3:23][C:13]1[S:14][C:15]([C:16]2[CH:17]=[C:18]([CH3:22])[CH:19]=[CH:20][CH:21]=2)=[C:11]([C:9]([N:8]2[CH2:7][C@H:6]3[C@H:4]([CH2:5]3)[C@H:3]2[CH2:2][NH:1][C:34]([C:32]2[CH:31]=[CH:30][CH:29]=[C:28]3[C:33]=2[N:24]=[CH:25][CH:26]=[CH:27]3)=[O:35])=[O:10])[N:12]=1. Starting materials: NC[C@@H]1[C@H]2C[C@H]2CN1C(=O)C=1N=C(SC1C=1C=C(C=CC1)C)C (((1S,2S,5R)-2-Aminomethyl-3-aza-bicyclo[3.1.0]hex-3-yl)-(2-methyl-5-m-tolyl-thiazol-4-yl)-methanone), N1=CC=CC2=CC=CC(=C12)C(=O)O (Quinoline-8-carboxylic acid). Procedure details: prepared by reaction of ((1S,2S,5R)-2-Aminomethyl-3-aza-bicyclo[3.1.0]hex-3-yl)-(2-methyl-5-m-tolyl-thiazol-4-yl)-methanone with Quinoline-8-carboxylic acid. Product: CC=1SC(=C(N1)C(=O)N1[C@@H]([C@H]2C[C@H]2C1)CNC(=O)C=1C=CC=C2C=CC=NC12)C=1C=C(C=CC1)C (Quinoline-8-carboxylic acid[(1S,2S,5R)-3-(2-methyl-5-m-tolyl-thiazole-4-carbonyl)-3-aza-bicyclo[3.1.0]hex-2-ylmethyl]-amide).